From a dataset of the Open Reaction Database (ORD), a public repository of structured organic reaction records. describe an organic reaction: reactants, conditions, products, and yield Starting materials: ClC=1C2=C(N=CN1)C=C(S2)C=2N=NN(C2)C[Si](C)(C)C (4-chloro-6-(1-trimethylsilanylmethyl-1H-[1,2,3]triazol-4-yl)-thieno[3,2-d]pyrimidine), CCCC[N+](CCCC)(CCCC)CCCC.[F-] (TBAF). The reagents and catalysts are O (water). Solvent: C1CCOC1 (THF), ice water. Run at temperature 0 celsius, time 15 minute. The product is ClC=1C2=C(N=CN1)C=C(S2)C=2N=NN(C2)C (4-chloro-6-(1-methyl-1H-[1,2,3]triazol-4-yl)-thieno[3,2-d]pyrimidine). As a reaction SMILES: [Cl:1][C:2]1[C:3]2[S:10][C:9]([C:11]3[N:12]=[N:13][N:14]([CH2:16][Si](C)(C)C)[CH:15]=3)=[CH:8][C:4]=2[N:5]=[CH:6][N:7]=1.CCCC[N+](CCCC)(CCCC)CCCC.[F-]>C1COCC1.O>[Cl:1][C:2]1[C:3]2[S:10][C:9]([C:11]3[N:12]=[N:13][N:14]([CH3:16])[CH:15]=3)=[CH:8][C:4]=2[N:5]=[CH:6][N:7]=1 |f:1.2|. Procedure: To a solution of compound 48.3 (0.5 mmol) in THF (10.0 mL) was added several drops of water and TBAF (0.55 mmol; 1.0 M in THF) at 0° C. The resulting mixture was stirred at 0° C. for 15 minutes, concentrated and washed with hexanes. The white solid that formed was suspended in ice water (10 mL), filtered, washed with ice water and dried in vacuo to provide 4-chloro-6-(1-methyl-1H-[1,2,3]triazol-4-yl)-thieno[3,2-d]pyrimidine (compound 48.4) in 95% yield. EIMS (m/z): calcd. for C9H6ClN5S (M+)+H 25... Starting materials: CS(=O)(=O)c1cc(C(=O)O)c(Br)cc1F, O=C([O-])[O-], CI, [K+], [K+], CN(C)C=O. Yields the product COC(=O)c1cc(S(C)(=O)=O)c(F)cc1Br. As a reaction SMILES: [Br:1][c:2]1[c:3]([C:4](=[O:5])[OH:6])[cH:7][c:8]([S:12](=[O:13])(=[O:14])[CH3:15])[c:9]([F:11])[cH:10]1.[C:18](=[O:19])([O-:20])[O-:21].[CH3:16][I:17].[K+:22].[K+:23].[O:24]=[CH:25][N:26]([CH3:27])[CH3:28]>>[Br:1][c:2]1[c:3]([C:4](=[O:5])[O:6][CH3:18])[cH:7][c:8]([S:12](=[O:13])(=[O:14])[CH3:15])[c:9]([F:11])[cH:10]1. Reactants: CN(Cc1cccnc1)C1CCNCC1, O=C(Cl)Oc1ccc(Oc2ccc(C(F)(F)F)cn2)cc1, Cl. Product: CN(Cc1cccnc1)C1CCN(C(=O)Oc2ccc(Oc3ccc(C(F)(F)F)cn3)cc2)CC1. Reaction SMILES: [CH3:22][N:23]([CH2:24][c:25]1[cH:26][n:27][cH:28][cH:29][cH:30]1)[CH:31]1[CH2:32][CH2:33][NH:34][CH2:35][CH2:36]1.[Cl:1][C:2](=[O:3])[O:4][c:5]1[cH:6][cH:7][c:8]([O:11][c:12]2[n:13][cH:14][c:15]([C:18]([F:19])([F:20])[F:21])[cH:16][cH:17]2)[cH:9][cH:10]1.[ClH:37]>>[C:2](=[O:3])([O:4][c:5]1[cH:6][cH:7][c:8]([O:11][c:12]2[n:13][cH:14][c:15]([C:18]([F:19])([F:20])[F:21])[cH:16][cH:17]2)[cH:9][cH:10]1)[N:34]1[CH2:33][CH2:32][CH:31]([N:23]([CH3:22])[CH2:24][c:25]2[cH:26][n:27][cH:28][cH:29][cH:30]2)[CH2:36][CH2:35]1.